This data is from the Open Reaction Database (ORD), a public repository of structured organic reaction records. The task is: describe an organic reaction: reactants, conditions, products, and yield The reactants are C1=C(C=CC2=CC=CC=C12)CC1C2C(OC1=O)CCC2 (3-(Naphth-2-ylmethyl)-hexahydro-cyclopenta[b]furan-2-one), C(C=C)Br (allyl bromide), solution, C[Si](C)(C)[N-][Si](C)(C)C.[Li+] (lithium bis-(trimethylsilyl)-amide). Solvent: C1CCOC1 (THF), C1CCOC1 (THF). Conditions: time 10 minute. The product is C(C=C)[C@]1([C@@H]2[C@@H](OC1=O)CCC2)CC2=CC1=CC=CC=C1C=C2 ((3R*,3aR*,6aS*)-3-Allyl-3-(naphth-2-ylmethyl)-hexahydrocyclopenta[b]furan-2-one). As a reaction SMILES: C[Si]([N-][Si](C)(C)C)(C)C.[Li+].[CH:11]1[C:20]2[C:15](=[CH:16][CH:17]=[CH:18][CH:19]=2)[CH:14]=[CH:13][C:12]=1[CH2:21][CH:22]1[C:26](=[O:27])[O:25][CH:24]2[CH2:28][CH2:29][CH2:30][CH:23]12.[CH2:31](Br)[CH:32]=[CH2:33]>C1COCC1>[CH2:33]([C@:22]1([CH2:21][C:12]2[CH:13]=[CH:14][C:15]3[C:20](=[CH:19][CH:18]=[CH:17][CH:16]=3)[CH:11]=2)[C:26](=[O:27])[O:25][C@H:24]2[CH2:28][CH2:29][CH2:30][C@H:23]12)[CH:32]=[CH2:31] |f:0.1|. Procedure: Under argon, 1.9 ml of a 1 molar solution of lithium bis-(trimethylsilyl)-amide in THF are added dropwise to a solution, cooled to −78° C., of 0.5 g (1.88 mmol) of the compound from Example 1 in 20 ml of THF such that the temp. of the mixture does not exceed −65° C. After the addition has ended, stirring is continued at −78° C. for 10 min, and 0.26 g (2.25 mmol) of allyl bromide are then added in one portion. Immediately afterwards, the cooling bath is removed and the mixture is allowed to warm ...